From a dataset of the Open Reaction Database (ORD), a public repository of structured organic reaction records. describe an organic reaction: reactants, conditions, products, and yield Reactants: NC1=C(C2=C(CN(CC2)C(C2=CC=C(C=C2)Cl)=O)S1)C(C1=CC(=C(C=C1)OC)OC)=O (2-amino-6-(4-chlorobenzoyl)-3-(3,4-dimethoxybenzoyl)-4,5,6,7-tetrahydrothieno[2,3-c]pyridine), ClCC(CC(=O)OCC)=O (ethyl 4-chloroacetoacetate), Cl.C(C)O (hydrochloric acid ethanol). Run in C(C)O (ethanol). Conditions: time 2.5 hour. The product is ClC1=CC=C(C(=O)N2CC3=C(CC2)C=2C(=NC(=C(C2C2=CC(=C(C=C2)OC)OC)C(=O)OCC)CCl)S3)C=C1 (ethyl 7-(4-chlorobenzoyl)-2-chloromethyl-4-(3,4-dimethoxyphenyl)-5,6,7,8-tetrahydrothieno[2,3-b:5,4-c']dipyridine-3-carboxylate). Yield: 47.0%. As a reaction SMILES: [NH2:1][C:2]1[S:19][C:5]2[CH2:6][N:7]([C:10](=[O:18])[C:11]3[CH:16]=[CH:15][C:14]([Cl:17])=[CH:13][CH:12]=3)[CH2:8][CH2:9][C:4]=2[C:3]=1[C:20](=O)[C:21]1[CH:26]=[CH:25][C:24]([O:27][CH3:28])=[C:23]([O:29][CH3:30])[CH:22]=1.[Cl:32][CH2:33][C:34](=O)[CH2:35][C:36]([O:38][CH2:39][CH3:40])=[O:37].Cl.C(O)C>C(O)C>[Cl:17][C:14]1[CH:15]=[CH:16][C:11]([C:10]([N:7]2[CH2:8][CH2:9][C:4]3[C:3]4[C:2]([S:19][C:5]=3[CH2:6]2)=[N:1][C:34]([CH2:33][Cl:32])=[C:35]([C:36]([O:38][CH2:39][CH3:40])=[O:37])[C:20]=4[C:21]2[CH:26]=[CH:25][C:24]([O:27][CH3:28])=[C:23]([O:29][CH3:30])[CH:22]=2)=[O:18])=[CH:12][CH:13]=1 |f:2.3|. Procedure details: A mixture of 2-amino-6-(4-chlorobenzoyl)-3-(3,4-dimethoxybenzoyl)-4,5,6,7-tetrahydrothieno[2,3-c]pyridine (20.55 g), ethyl 4-chloroacetoacetate (8.17 g), hydrochloric acid-ethanol (23%, 7.34 g) and ethanol (80 ml) was stirred under refluxing conditions for 2.5 hours. The separating crystal was collected by filtration and recrystallized from ethyl acetate to yield ethyl 7-(4-chlorobenzoyl)-2-chloromethyl-4-(3,4-dimethoxyphenyl)-5,6,7,8-tetrahydrothieno[2,3-b:5,4-c']dipyridine-3-carboxylate (for s... Starting materials: C([O-])([O-])=O.[K+].[K+] (potassium carbonate), CN1C(=CC=C1)B1OC(C(O1)(C)C)(C)C (1-Methyl-2-(4,4,5,5-tetramethyl-1,3,2-dioxaborolan-2-yl)pyrrole), BrC1=C(C=CC=C1)O (2-bromophenol). Reagents/catalysts: C=1C=CC(=CC1)[P](C=2C=CC=CC2)(C=3C=CC=CC3)[Pd]([P](C=4C=CC=CC4)(C=5C=CC=CC5)C=6C=CC=CC6)([P](C=7C=CC=CC7)(C=8C=CC=CC8)C=9C=CC=CC9)[P](C=1C=CC=CC1)(C=1C=CC=CC1)C=1C=CC=CC1 (tetrakis(triphenylphosphine)palladium). The solvent is ClCCCl (1,2-dichloroethane). Conditions: temperature 80 celsius. Product: ethyl acetate hexanes, CN1C(=CC=C1)C1=C(C=CC=C1)O (2-(1-methylpyrrol-2-yl)phenol). Isolated yield 33.7%. RXN SMILES: [CH3:1][N:2]1[CH:6]=[CH:5][CH:4]=[C:3]1B1OC(C)(C)C(C)(C)O1.Br[C:17]1[CH:22]=[CH:21][CH:20]=[CH:19][C:18]=1[OH:23].C(=O)([O-])[O-].[K+].[K+]>ClCCCl.C1C=CC([P]([Pd]([P](C2C=CC=CC=2)(C2C=CC=CC=2)C2C=CC=CC=2)([P](C2C=CC=CC=2)(C2C=CC=CC=2)C2C=CC=CC=2)[P](C2C=CC=CC=2)(C2C=CC=CC=2)C2C=CC=CC=2)(C2C=CC=CC=2)C2C=CC=CC=2)=CC=1>[CH3:1][N:2]1[CH:6]=[CH:5][CH:4]=[C:3]1[C:17]1[CH:22]=[CH:21][CH:20]=[CH:19][C:18]=1[OH:23] |f:2.3.4,^1:37,39,58,77|. Procedure details: 1-Methyl-2-(4,4,5,5-tetramethyl-1,3,2-dioxaborolan-2-yl)pyrrole (5.0 g, 24 mmol), tetrakis(triphenylphosphine)palladium (0) (1.4 g, 1.2 mmol), 2-bromophenol (4.2 g, 24 mmol), and potassium carbonate (24 mL of 2.0 M, 48 mmol) were combined in 1,2-dichloroethane (291 mL). The mixture was heated at 80° C. for 16 h. The mixture was cooled to 25° C. before it was partitioned between ethyl acetate and water. The layers were separated and the organic layer was washed with brine, dried over Na2SO4, and ... Reactants: COC1=CC=C(C=N1)C1=NC=2C3=C(C=NC2C=C1)CN(C(N3C3CCN(CC3)C(=O)OC(C)(C)C)=O)C (tert-butyl 4-(9-(6-methoxypyridin-3-yl)-3-methyl-2-oxo-3,4-dihydropyrimido[5,4-c][1,5]naphthyridin-1(2H)-yl)piperidine-1-carboxylate), C(Cl)Cl (DCM). The product is Cl.COC1=CC=C(C=N1)C1=NC=2C3=C(C=NC2C=C1)CN(C(N3C3CCNCC3)=O)C (9-(6-methoxypyridin-3-yl)-3-methyl-1-(piperidin-4-yl)-3,4-dihydropyrimido[5,4-c][1,5]naphthyridin-2(1H)-one hydrochloride salt). The yield is 76.1%. RXN SMILES: [CH3:1][O:2][C:3]1[N:8]=[CH:7][C:6]([C:9]2[CH:18]=[CH:17][C:16]3[N:15]=[CH:14][C:13]4[CH2:19][N:20]([CH3:37])[C:21](=[O:36])[N:22]([CH:23]5[CH2:28][CH2:27][N:26](C(OC(C)(C)C)=O)[CH2:25][CH2:24]5)[C:12]=4[C:11]=3[N:10]=2)=[CH:5][CH:4]=1.C(Cl)[Cl:39]>>[ClH:39].[CH3:1][O:2][C:3]1[N:8]=[CH:7][C:6]([C:9]2[CH:18]=[CH:17][C:16]3[N:15]=[CH:14][C:13]4[CH2:19][N:20]([CH3:37])[C:21](=[O:36])[N:22]([CH:23]5[CH2:28][CH2:27][NH:26][CH2:25][CH2:24]5)[C:12]=4[C:11]=3[N:10]=2)=[CH:5][CH:4]=1 |f:2.3|. Procedure details: In DCM (10 mL) was dissolved tert-butyl 4-(9-(6-methoxypyridin-3-yl)-3-methyl-2-oxo-3,4-dihydropyrimido[5,4-c][1,5]naphthyridin-1(2H)-yl)piperidine-1-carboxylate (75 mg, 0.149 mmol). The solution was purged with hydrogen chloride gas for 0.5 h and a precipitate was formed. The precipitate was filtrated under reduced pressure, washed sequentially with DCM and diethyl ether and dried to give a solid (50 mg, 76.1% yield). The reactants are C1CCOC1, CN(C)CCC(C#N)c1ccccc1, CCOC(C)=O, CCCCCC, CCCCCC, Cl, O=Cc1ccccn1. RXN SMILES: [CH2:36]1[O:37][CH2:38][CH2:39][CH2:40]1.[CH3:1][N:2]([CH2:3][CH2:4][CH:5]([C:6]#[N:7])[c:8]1[cH:9][cH:10][cH:11][cH:12][cH:13]1)[CH3:14].[CH3:24][CH2:25][O:26][C:27]([CH3:28])=[O:29].[CH3:30][CH2:31][CH2:32][CH2:33][CH2:34][CH3:35].[CH3:41][CH2:42][CH2:43][CH2:44][CH2:45][CH3:46].[ClH:23].[n:15]1[c:16]([CH:21]=[O:22])[cH:17][cH:18][cH:19][cH:20]1>>[CH3:1][N:2]([CH2:3][CH2:4][C:5]([C:6]#[N:7])([c:8]1[cH:9][cH:10][cH:11][cH:12][cH:13]1)[CH:21]([c:16]1[n:15][cH:20][cH:19][cH:18][cH:17]1)[OH:22])[CH3:14]. Yields the product CN(C)CCC(C#N)(c1ccccc1)C(O)c1ccccn1. Reactants: C(#N)C=1C=C(C=CC1)C1CCN(CC1)C(=O)OC(C)(C)C (tert-butyl 4-(3-cyanophenyl)piperidine-1-carboxylate). Run in C(=O)(C(F)(F)F)O.C(Cl)Cl (TFA DCM). The product is N1CCC(CC1)C=1C=C(C#N)C=CC1 (3-piperidin-4-ylbenzonitrile). Reaction SMILES: [C:1]([C:3]1[CH:4]=[C:5]([CH:9]2[CH2:14][CH2:13][N:12](C(OC(C)(C)C)=O)[CH2:11][CH2:10]2)[CH:6]=[CH:7][CH:8]=1)#[N:2]>C(O)(C(F)(F)F)=O.C(Cl)Cl>[NH:12]1[CH2:13][CH2:14][CH:9]([C:5]2[CH:4]=[C:3]([CH:8]=[CH:7][CH:6]=2)[C:1]#[N:2])[CH2:10][CH2:11]1 |f:1.2|. Reported procedure: A solution of tert-butyl 4-(3-cyanophenyl)piperidine-1-carboxylate (376 mg, 1.31 mmol) in 10 mL of 1:1 TFA/DCM was stirred at rt for 1.25 h. The reaction mixture was concentrated. Purification by preparative TLC (silica, 1% of 28% NH4OH solution/9% methanl/UDCM) gave 3-piperidin-4-ylbenzonitrile as a white solid. ESI-MS calc. for C12H14N2: 186; Found: 187 (M+H). The reactants are BrCCCCCCBr, Cc1ccc(SCCCO)cc1, [Na+], [OH-], O. Product: Cc1ccc(SCCCOCCCCCCBr)cc1. Reaction SMILES: [Br:13][CH2:14][CH2:15][CH2:16][CH2:17][CH2:18][CH2:19][Br:20].[CH3:1][c:2]1[cH:3][cH:4][c:5]([S:8][CH2:9][CH2:10][CH2:11][OH:12])[cH:6][cH:7]1.[Na+:22].[OH-:21].[OH2:23]>>[CH3:1][c:2]1[cH:3][cH:4][c:5]([S:8][CH2:9][CH2:10][CH2:11][O:12][CH2:19][CH2:18][CH2:17][CH2:16][CH2:15][CH2:14][Br:13])[cH:6][cH:7]1. Starting materials: C(C)OC(COC1=CC=C(C=C1)OCC1=CC=CC=C1)=O (Ethyl-4-benzyloxyphenoxyacetate), CCOC(=O)C (EtOAc). The reagents and catalysts are [Pd] (Pd/C). Run in CCO (EtOH). Conditions: time 4 hour. Product: C(C)OC(COC1=CC=C(C=C1)O)=O (Ethyl-4-hydroxyphenoxyacetate). The yield is 98.2%. RXN SMILES: [CH2:1]([O:3][C:4](=[O:21])[CH2:5][O:6][C:7]1[CH:12]=[CH:11][C:10]([O:13]CC2C=CC=CC=2)=[CH:9][CH:8]=1)[CH3:2].CCOC(C)=O>[Pd].CCO>[CH2:1]([O:3][C:4](=[O:21])[CH2:5][O:6][C:7]1[CH:12]=[CH:11][C:10]([OH:13])=[CH:9][CH:8]=1)[CH3:2]. Reported procedure: Ethyl-4-benzyloxyphenoxyacetate compound (3.50 g, 12.2 mmol) was placed in a PARR bottle along with EtOAc (75 mL), EtOH (75 mL), and 5% Pd/C (1.20 g) and the mixture placed under 40 psi of H2. The reaction was shaken under pressure for 4 hours after which no starting material remained by TLC. The catalyst was removed by filtration through Celite and the filtrate concentrated in vacuo to give 2.35 g (97%) of the desired phenol. MP Starting materials: CC(=O)NCCO, O=C(Cl)OCCl, C1CCOC1, c1ccncc1. Yields the product CC(=O)NCCOC(=O)OCCl. Reaction SMILES: [C:1]([CH3:2])(=[O:3])[NH:4][CH2:5][CH2:6][OH:7].[Cl:14][C:15](=[O:16])[O:17][CH2:18][Cl:19].[O:20]1[CH2:21][CH2:22][CH2:23][CH2:24]1.[cH:8]1[cH:9][cH:10][n:11][cH:12][cH:13]1>>[C:1]([CH3:2])(=[O:3])[NH:4][CH2:5][CH2:6][O:7][C:15](=[O:16])[O:17][CH2:18][Cl:19]. Reactants: C(C(C)CC)O (active amyl alcohol), C([O-])([O-])=O.[K+].[K+] (potassium carbonate), four-mouth, C(#N)C1=CC=C(C=C1)O (4-cyanophenol), BrCCCCCC(CC)C (brom-6-methyl octane). Solvent: CN(C=O)C (N,N-dimethyl formamide). The product is C[C@H](CCCCCOC1=CC=C(C#N)C=C1)CC ((s)-4-(6-methyloctyloxy)benzonitrile). As a reaction SMILES: [C:1]([C:3]1[CH:8]=[CH:7][C:6]([OH:9])=[CH:5][CH:4]=1)#[N:2].Br[CH2:11][CH2:12][CH2:13][CH2:14][CH2:15][CH:16]([CH3:19])[CH2:17][CH3:18].C(O)C(CC)C.C(=O)([O-])[O-].[K+].[K+]>CN(C)C=O>[CH3:19][C@@H:16]([CH2:17][CH3:18])[CH2:15][CH2:14][CH2:13][CH2:12][CH2:11][O:9][C:6]1[CH:7]=[CH:8][C:3]([C:1]#[N:2])=[CH:4][CH:5]=1 |f:3.4.5|. Reported procedure: Add 5.75 g of 4-cyanophenol 10 g of 1 brom-6-methyl octane synthesized of available active amyl alcohol, 6.67 g of anhydrous potassium carbonate, 30 ml of N,N-dimethyl formamide into 100 ml four-mouth flask under nitrogen atmosphere, allow to react for 8 hours at 110° C. After the reaction, filter the insoluble matter, then extract ether. The organic layer is then washed with 5% NaOH, water and saturated salt water, then dried and evaporated to remove the ether. Then when the obtained oily matte...